Task: describe an organic reaction: reactants, conditions, products, and yield. Dataset: the Open Reaction Database (ORD), a public repository of structured organic reaction records The reactants are CC1(CC2=C(C(N1)=O)SC(=N2)N2CCOC1=C2C=C(C=C1)B1OC(C(O1)(C)C)(C)C)C (6,6-Dimethyl-2-[6-(4,4,5,5-tetramethyl-[1,3,2]dioxaborolan-2-yl)-2,3-dihydro-4H-1,4-benzoxazin-4-yl]-6,7-dihydro[1,3]thiazolo[5,4-c]pyridin-4(5H)-one), P(=O)([O-])([O-])[O-].[K+].[K+].[K+] (potassium phosphate), BrC=1C=NC(=NC1)C(=O)O (5-bromopyrimidine-2-carboxylic acid). The reagents and catalysts are [Br-].C(CCC)[N+](CCCC)(CCCC)CCCC (tetra-n-butylammonium bromide), C=1C=CC(=CC1)[P](C=2C=CC=CC2)(C=3C=CC=CC3)[Pd]([P](C=4C=CC=CC4)(C=5C=CC=CC5)C=6C=CC=CC6)([P](C=7C=CC=CC7)(C=8C=CC=CC8)C=9C=CC=CC9)[P](C=1C=CC=CC1)(C=1C=CC=CC1)C=1C=CC=CC1 (tetrakis(triphenylphosphine)palladium(0)). The solvent is C1CCOC1 (THF), O (water). Conditions: temperature 120 celsius. Product: CC1(CC2=C(C(N1)=O)SC(=N2)N2CCOC1=C2C=C(C=C1)C=1C=NC(=NC1)C(=O)O)C (5-[4-(6,6-Dimethyl-4-oxo-4,5,6,7-tetrahydro[1,3]thiazolo[5,4-c]pyridin-2-yl)-3,4-dihydro-2H-1,4-benzoxazin-6-yl]pyrimidine-2-carboxylic acid). Isolated yield 16.1%. Reaction SMILES: [CH3:1][C:2]1([CH3:31])[NH:7][C:6](=[O:8])[C:5]2[S:9][C:10]([N:12]3[C:17]4[CH:18]=[C:19](B5OC(C)(C)C(C)(C)O5)[CH:20]=[CH:21][C:16]=4[O:15][CH2:14][CH2:13]3)=[N:11][C:4]=2[CH2:3]1.P([O-])([O-])([O-])=O.[K+].[K+].[K+].Br[C:41]1[CH:42]=[N:43][C:44]([C:47]([OH:49])=[O:48])=[N:45][CH:46]=1>C1COCC1.O.[Br-].C([N+](CCCC)(CCCC)CCCC)CCC.C1C=CC([P]([Pd]([P](C2C=CC=CC=2)(C2C=CC=CC=2)C2C=CC=CC=2)([P](C2C=CC=CC=2)(C2C=CC=CC=2)C2C=CC=CC=2)[P](C2C=CC=CC=2)(C2C=CC=CC=2)C2C=CC=CC=2)(C2C=CC=CC=2)C2C=CC=CC=2)=CC=1>[CH3:31][C:2]1([CH3:1])[NH:7][C:6](=[O:8])[C:5]2[S:9][C:10]([N:12]3[C:17]4[CH:18]=[C:19]([C:41]5[CH:42]=[N:43][C:44]([C:47]([OH:49])=[O:48])=[N:45][CH:46]=5)[CH:20]=[CH:21][C:16]=4[O:15][CH2:14][CH2:13]3)=[N:11][C:4]=2[CH2:3]1 |f:1.2.3.4,8.9,^1:77,79,98,117|. Procedure details: To a solution of Example 292 (100 mg, 0.227 mmol) in THF (3 mL) and water (1 mL) was added tetra-n-butylammonium bromide (146 mg, 0.454 mmol), potassium phosphate (144 mg, 0.681 mmol), 5-bromopyrimidine-2-carboxylic acid (70 mg, 0.34 mmol) and tetrakis(triphenylphosphine)palladium(0) (20 mg, 0.017 mmol). The reaction was heated at 120° C. under microwave irradiation for 30 minutes then cooled to r.t. The mixture was partitioned between DCM (50 mL) and water (50 mL). The aqueous phase was acidifi...